Dataset: the Open Reaction Database (ORD), a public repository of structured organic reaction records. Task: describe an organic reaction: reactants, conditions, products, and yield Reactants: CN1C(=NC=2C1=NC=CC2)S(=O)(=O)C (3-Methyl-2-(methylsulfonyl)-3H-imidazo[4,5-b]pyridine), C1(CC1)N1C(N(C2=NC=CC=C21)C2=CC=C(C=C2)O)=O (1-cyclopropyl-3-(4-hydroxyphenyl)-1,3-dihydro-2H-imidazo[4,5-b]pyridin-2-one), [H-].[Na+] (NaH). Run in CN(C)C=O (DMF), CO (MeOH). Run at temperature 180 celsius. Yields the product C1(CC1)N1C(N(C2=NC=CC=C21)C2=CC=C(C=C2)OC2=NC=1C(=NC=CC1)N2C)=O (1-cyclopropyl-3-{4-[(3-methyl-3H-imidazo[4,5-b]pyridin-2-yl)oxy]phenyl}-1,3-dihydro-2H-imidazo[4,5-b]pyridin-2-one). Yield: 53.7%. As a reaction SMILES: [CH3:1][N:2]1[C:6]2=[N:7][CH:8]=[CH:9][CH:10]=[C:5]2[N:4]=[C:3]1S(C)(=O)=O.[CH:15]1([N:18]2[C:26]3[C:21](=[N:22][CH:23]=[CH:24][CH:25]=3)[N:20]([C:27]3[CH:32]=[CH:31][C:30]([OH:33])=[CH:29][CH:28]=3)[C:19]2=[O:34])[CH2:17][CH2:16]1.[H-].[Na+]>CN(C=O)C.CO>[CH:15]1([N:18]2[C:26]3[C:21](=[N:22][CH:23]=[CH:24][CH:25]=3)[N:20]([C:27]3[CH:32]=[CH:31][C:30]([O:33][C:3]4[N:2]([CH3:1])[C:6]5=[N:7][CH:8]=[CH:9][CH:10]=[C:5]5[N:4]=4)=[CH:29][CH:28]=3)[C:19]2=[O:34])[CH2:17][CH2:16]1 |f:2.3|. Procedure: 3-Methyl-2-(methylsulfonyl)-3H-imidazo[4,5-b]pyridine (79 mg) was added to a solution of 1-cyclopropyl-3-(4-hydroxyphenyl)-1,3-dihydro-2H-imidazo[4,5-b]pyridin-2-one (100 mg) and NaH (17.96 mg) in DMF (2 mL) at 100° C. The mixture was heated at 180° C. for 1 h under microwave irradiation. The reaction mixture was diluted with MeOH and concentrated in vacuo. The residue was purified by column chromatography (NH silica gel, eluted with 0%-50% EtOAc in hexane) to give 1-cyclopropyl-3-{4-[(3-methyl-...